From a dataset of the Open Reaction Database (ORD), a public repository of structured organic reaction records. describe an organic reaction: reactants, conditions, products, and yield Starting materials: Cl.NO (hydroxylamine hydrochloride), C(C)(=O)[O-].[Na+] (sodium acetate), BrC1C(CC(C=2C(=NN(C12)C1=NC=CC=C1)C)=O)(C)C (7-bromo-1-(2-pyridyl)-3,6,6-trimethyl-4-oxo-4,5,6,7-tetrahydro-indazole), Cl.NO (hydroxylamine hydrochloride), C(C)(=O)[O-].[Na+] (sodium acetate). Run in O1CCOCC1 (1,4-dioxane). Run at time 4 hour. The product is BrC1C(CC(C=2C(=NN(C12)C1=NC=CC=C1)C)=NO)(C)C (7-Bromo-4-(N-hydroxy-imino)-1-(2-pyridyl)-3,6,6-trimethyl-4,5,6,7-tetrahydroindazole). Yield: 44.5%. Reaction SMILES: [Br:1][CH:2]1[C:10]2[N:9]([C:11]3[CH:16]=[CH:15][CH:14]=[CH:13][N:12]=3)[N:8]=[C:7]([CH3:17])[C:6]=2[C:5](=O)[CH2:4][C:3]1([CH3:20])[CH3:19].Cl.[NH2:22][OH:23].C([O-])(=O)C.[Na+]>O1CCOCC1>[Br:1][CH:2]1[C:10]2[N:9]([C:11]3[CH:16]=[CH:15][CH:14]=[CH:13][N:12]=3)[N:8]=[C:7]([CH3:17])[C:6]=2[C:5](=[N:22][OH:23])[CH2:4][C:3]1([CH3:20])[CH3:19] |f:1.2,3.4|. Reported procedure: A mixture of 7-bromo-1-(2-pyridyl)-3,6,6-trimethyl-4-oxo-4,5,6,7-tetrahydro-indazole (0.3 g, 0.9 mmol), prepared as described in example 4, hydroxylamine hydrochloride (0.37 g, 4.5 mmol), and sodium acetate (0.44 g, 5.4 mmol) in 1,4-dioxane (50 ml) was heated under reflux for about 4 hours. Additional hydroxylamine hydrochloride (0.123 g, 1.6 eq) and sodium acetate (0.146 g, 2 eq) were added and heating was continued for further 4 hours. The reaction mixture was poured onto ice/water and extract...